From a dataset of the Open Reaction Database (ORD), a public repository of structured organic reaction records. describe an organic reaction: reactants, conditions, products, and yield Reactants: C1(C(=C)CC(=O)O1)=O (itaconic anhydride), [Cl-].[Al+3].[Cl-].[Cl-] (aluminum chloride), C1=CC=CC=C1 (benzene). The product is C=C(C(=O)O)CC(C1=CC=CC=C1)=O (2-methylene 4-oxo 4-phenyl butyric acid). Yield: 70.0%. RXN SMILES: [C:1]1(=[O:8])[O:7][C:5](=[O:6])[CH2:4][C:2]1=[CH2:3].[Cl-].[Al+3].[Cl-].[Cl-].[CH:13]1[CH:18]=[CH:17][CH:16]=[CH:15][CH:14]=1>>[CH2:3]=[C:2]([CH2:4][C:5](=[O:6])[C:13]1[CH:18]=[CH:17][CH:16]=[CH:15][CH:14]=1)[C:1]([OH:7])=[O:8] |f:1.2.3.4|. Procedure details: From itaconic anhydride treated with a large excess of benzene in the presence of aluminum chloride, there is recovered with a yield of about 70% the derivative of the formula: ##STR8## The reactants are ClC1=NC=C(C=C1OC)S(=O)(=O)Cl (2-chloro-5-chlorosulfonyl-3-methoxypyridine), NC1=CC(=C(C2=CC=CC=C12)O)C(=O)N(CCCCCCCCCCCCCCCCCC)CCCCCCCCCCCCCCCCCC (4-amino-N,N-dioctadecyl-1-hydroxy-2-naphthamide), N1=CC=CC=C1 (pyridine). Reagents/catalysts: N1=CC=CC=C1 (pyridine). Conditions: time 8 hour. The product is ClC1=NC=C(C=C1OC)S(=O)(=O)NC1=CC(=C(C2=CC=CC=C12)O)C(=O)N(CCCCCCCCCCCCCCCCCC)CCCCCCCCCCCCCCCCCC (4-(2-Chloro-3-Methoxy-5-Pyridylsulfonamido)-N,N-Dioctadecyl-1-Hydroxy-2-Naphthamide). Reaction SMILES: [Cl:1][C:2]1[C:7]([O:8][CH3:9])=[CH:6][C:5]([S:10](Cl)(=[O:12])=[O:11])=[CH:4][N:3]=1.[NH2:14][C:15]1[C:24]2[C:19](=[CH:20][CH:21]=[CH:22][CH:23]=2)[C:18]([OH:25])=[C:17]([C:26]([N:28]([CH2:47][CH2:48][CH2:49][CH2:50][CH2:51][CH2:52][CH2:53][CH2:54][CH2:55][CH2:56][CH2:57][CH2:58][CH2:59][CH2:60][CH2:61][CH2:62][CH2:63][CH3:64])[CH2:29][CH2:30][CH2:31][CH2:32][CH2:33][CH2:34][CH2:35][CH2:36][CH2:37][CH2:38][CH2:39][CH2:40][CH2:41][CH2:42][CH2:43][CH2:44][CH2:45][CH3:46])=[O:27])[CH:16]=1.N1C=CC=CC=1>N1C=CC=CC=1>[Cl:1][C:2]1[C:7]([O:8][CH3:9])=[CH:6][C:5]([S:10]([NH:14][C:15]2[C:24]3[C:19](=[CH:20][CH:21]=[CH:22][CH:23]=3)[C:18]([OH:25])=[C:17]([C:26]([N:28]([CH2:47][CH2:48][CH2:49][CH2:50][CH2:51][CH2:52][CH2:53][CH2:54][CH2:55][CH2:56][CH2:57][CH2:58][CH2:59][CH2:60][CH2:61][CH2:62][CH2:63][CH3:64])[CH2:29][CH2:30][CH2:31][CH2:32][CH2:33][CH2:34][CH2:35][CH2:36][CH2:37][CH2:38][CH2:39][CH2:40][CH2:41][CH2:42][CH2:43][CH2:44][CH2:45][CH3:46])=[O:27])[CH:16]=2)(=[O:12])=[O:11])=[CH:4][N:3]=1. Procedure details: A mixture of 2-chloro-5-chlorosulfonyl-3-methoxypyridine (0.65 g, 2.68×10-3 mole) (see Example 9), 4-amino-N,N-dioctadecyl-1-hydroxy-2-naphthamide (1.40 g, 1.98×10-3 mole) and pyridine (0.20 g, 2.5×10-3 mole) was stirred overnight at room temperature. Additional pyridine (7 drops) was employed after the first 21/2 hours of stirring. The reaction mixture was concentrated in vacuo and diluted with water to precipitate an oil which changed to a waxy solid upon trituration with water. The waxy solid... Reactants: CC(=O)OC(C)=O, CCCc1cc(NC(=O)c2c(C)nn(C)c2C)c(C)cc1C(OC)(C(F)(F)F)C(F)(F)F, Cl, [H-], [Na+], C1CCOC1. Product: CCCc1cc(N(C(C)=O)C(=O)c2c(C)nn(C)c2C)c(C)cc1C(OC)(C(F)(F)F)C(F)(F)F. As a reaction SMILES: [CH3:35][C:36](=[O:37])[O:38][C:39](=[O:40])[CH3:41].[CH3:3][O:4][C:5]([C:6]([F:7])([F:8])[F:9])([C:10]([F:11])([F:12])[F:13])[c:14]1[cH:15][c:16]([CH3:34])[c:17]([NH:23][C:24](=[O:25])[c:26]2[c:27]([CH3:33])[n:28][n:29]([CH3:32])[c:30]2[CH3:31])[cH:18][c:19]1[CH2:20][CH2:21][CH3:22].[ClH:42].[H-:1].[Na+:2].[O:43]1[CH2:44][CH2:45][CH2:46][CH2:47]1>>[CH3:3][O:4][C:5]([C:6]([F:7])([F:8])[F:9])([C:10]([F:11])([F:12])[F:13])[c:14]1[cH:15][c:16]([CH3:34])[c:17]([N:23]([C:24](=[O:25])[c:26]2[c:27]([CH3:33])[n:28][n:29]([CH3:32])[c:30]2[CH3:31])[C:36]([CH3:35])=[O:37])[cH:18][c:19]1[CH2:20][CH2:21][CH3:22]. The reactants are COc1cc(Br)c2ccc(=O)n(CC=O)c2c1, CC(C)(C)OC(=O)N(Cc1ccc2c(c1)OCCO2)C1CCNCC1, CC(=O)O[BH-](OC(C)=O)OC(C)=O, O=C([O-])O, CC(=O)O, ClC(Cl)Cl, ClCCl, [Na+], [Na+]. Product: COc1cc(Br)c2ccc(=O)n(CCN3CCC(N(Cc4ccc5c(c4)OCCO5)C(=O)OC(C)(C)C)CC3)c2c1. Reaction SMILES: [Br:26][c:27]1[c:28]2[cH:29][cH:30][c:31](=[O:42])[n:32]([CH2:39][CH:40]=[O:41])[c:33]2[cH:34][c:35]([O:37][CH3:38])[cH:36]1.[C:1]([CH3:2])([CH3:3])([CH3:4])[O:5][C:6]([N:7]([CH:8]1[CH2:9][CH2:10][NH:11][CH2:12][CH2:13]1)[CH2:14][c:15]1[cH:16][c:17]2[c:18]([cH:23][cH:24]1)[O:19][CH2:20][CH2:21][O:22]2)=[O:25].[C:43]([O:44][BH-:45]([O:46][C:47](=[O:48])[CH3:49])[O:50][C:51](=[O:52])[CH3:53])(=[O:54])[CH3:55].[C:57](=[O:58])([O-:59])[OH:60].[CH3:66][C:67](=[O:68])[OH:69].[CH:62]([Cl:63])([Cl:64])[Cl:65].[Cl:70][CH2:71][Cl:72].[Na+:56].[Na+:61]>>[C:1]([CH3:2])([CH3:3])([CH3:4])[O:5][C:6]([N:7]([CH:8]1[CH2:9][CH2:10][N:11]([CH2:40][CH2:39][n:32]2[c:31](=[O:42])[cH:30][cH:29][c:28]3[c:27]([Br:26])[cH:36][c:35]([O:37][CH3:38])[cH:34][c:33]32)[CH2:12][CH2:13]1)[CH2:14][c:15]1[cH:16][c:17]2[c:18]([cH:23][cH:24]1)[O:19][CH2:20][CH2:21][O:22]2)=[O:25]. The reactants are CN1N=NN=C1Cl (1-Methyl-5-chloro-1,2,3,4-tetrazole), N1=C(C=CC=C1)C(=O)CCCS (3-mercaptopropyl 2-pyridyl ketone), [OH-].[Na+] (Sodium hydroxide). The solvent is CO (methanol). The product is CN1N=NN=C1SCCCC(=O)C1=NC=CC=C1 (1-methyl-5-[3-(2-pyridylcarbonyl)propyl]thio-1,2,3,4-tetrazole). The yield is 7.6%. Reaction SMILES: [CH3:1][N:2]1[C:6](Cl)=[N:5][N:4]=[N:3]1.[N:8]1[CH:13]=[CH:12][CH:11]=[CH:10][C:9]=1[C:14]([CH2:16][CH2:17][CH2:18][SH:19])=[O:15].[OH-].[Na+]>CO>[CH3:1][N:2]1[C:6]([S:19][CH2:18][CH2:17][CH2:16][C:14]([C:9]2[CH:10]=[CH:11][CH:12]=[CH:13][N:8]=2)=[O:15])=[N:5][N:4]=[N:3]1 |f:2.3|. Procedure details: 1-Methyl-5-chloro-1,2,3,4-tetrazole (1.4 g) and 3-mercaptopropyl 2-pyridyl ketone (1.8 g) is dissolved in methanol (100 ml). Sodium hydroxide (0.6 g) is added to the solution and the mixture is refluxed for 3 hours. Methanol is distilled off and water is added to the residue. The mixture is extracted with chloroform. The chloroform solution is washed with dil. aqueous sodium hydroxide, water and saturated aqueous sodium chloride and dried over sodium sulfate. Chloroform is distilled off and the ... Starting materials: BrC1=CC(=C(C=C1)S(=O)(=O)Cl)F (4-Bromo-2-fluoro-benzenesulfonyl chloride), C(C)NCC (diethylamine). The solvent is ClCCl (dichloromethane). The product is BrC1=CC(=C(C=C1)S(=O)(=O)N(CC)CC)F (4-bromo-N,N-diethyl-2-fluorobenzenesulfonamide). The yield is 42.0%. RXN SMILES: [Br:1][C:2]1[CH:7]=[CH:6][C:5]([S:8](Cl)(=[O:10])=[O:9])=[C:4]([F:12])[CH:3]=1.[CH2:13]([NH:15][CH2:16][CH3:17])[CH3:14]>ClCCl>[Br:1][C:2]1[CH:7]=[CH:6][C:5]([S:8]([N:15]([CH2:16][CH3:17])[CH2:13][CH3:14])(=[O:10])=[O:9])=[C:4]([F:12])[CH:3]=1. Procedure details: According to general procedure C, 4-Bromo-2-fluoro-benzenesulfonyl chloride (0.40 g, 1.46 mmol) and diethylamine (0.38 mL, 3.65 mmol) were stirred together with dry dichloromethane (5 mL) for 16 hours. 4-bromo-N,N-diethyl-2-fluorobenzenesulfonamide (0.19 g, 43%) was provided after purification. HRMS: calcd for C10H13BrFNO2S+H+, 309.99071; found (ESI, [M+H]+), 309.9917. HPLC purity 100.0% at 210-370 nm, 9.6 min.; the Xterra® RP18 column, 3.5μ, 150×4.6 mm column, 1.2 mL/min., 85/15-5/95 (ammonium ... The reactants are C1(O)=CC(O)=CC(O)=C1 (phloroglucinol), [N+](=O)([O-])C1=CC=C(CC(C(=O)OCC)C(=O)C)C=C1 (ethyl 2-(4-nitrobenzyl)acetoacetate), Cl (HCl). Solvent: C(C)O (ethanol). Yields the product OC1=CC(=CC2=C1C(=C(C(O2)=O)CC2=CC=C(C=C2)[N+](=O)[O-])C)O (5,7-Dihydroxy-4-methyl-3-(4-nitrobenzyl)-2H-1-benzopyran-2-one). Reaction SMILES: [C:1]1([CH:9]=[C:7]([OH:8])[CH:6]=[C:4]([OH:5])[CH:3]=1)[OH:2].[N+:10]([C:13]1[CH:28]=[CH:27][C:16]([CH2:17][CH:18]([C:24]([CH3:26])=O)[C:19](OCC)=[O:20])=[CH:15][CH:14]=1)([O-:12])=[O:11].Cl>C(O)C>[OH:2][C:1]1[C:9]2[C:24]([CH3:26])=[C:18]([CH2:17][C:16]3[CH:27]=[CH:28][C:13]([N+:10]([O-:12])=[O:11])=[CH:14][CH:15]=3)[C:19](=[O:20])[O:8][C:7]=2[CH:6]=[C:4]([OH:5])[CH:3]=1. Reported procedure: A solution of phloroglucinol (0.48 g) and ethyl 2-(4-nitrobenzyl)acetoacetate (1.00 g) in ethanol (150 ml) was treated with dry HCl at 0° C. for 7.5 hours and the solution was kept at that temperature overnight. Solvent was evaporated and the precipitate triturated with water. Yield 0.63 g (51%). Melting point 280-285° C. The reactants are ClC=1C=CC(=C(CN2C3=C(NCC2)N=CC(=C3)C3=CC=C(C(=O)O)C=C3)C1)C(F)(F)F (4-{1-[5-chloro-2-(trifluoromethyl)benzyl]-1,2,3,4-tetrahydropyrido[2,3-b]pyrazin-7-yl}benzoic acid), NCC=1C=NC=CC1 (3-(aminomethyl)pyridine). The product is ClC=1C=CC(=C(CN2C3=C(NCC2)N=CC(=C3)C3=CC=C(C(=O)NCC=2C=NC=CC2)C=C3)C1)C(F)(F)F (4-{1-[5-Chloro-2-(trifluoromethyl)benzyl]-1,2,3,4-tetrahydropyrido[2,3-b]pyrazin-7-yl}-N-pyridin-3-ylmethylbenzamide). As a reaction SMILES: [Cl:1][C:2]1[CH:3]=[CH:4][C:5]([C:28]([F:31])([F:30])[F:29])=[C:6]([CH:27]=1)[CH2:7][N:8]1[CH2:13][CH2:12][NH:11][C:10]2[N:14]=[CH:15][C:16]([C:18]3[CH:26]=[CH:25][C:21]([C:22](O)=[O:23])=[CH:20][CH:19]=3)=[CH:17][C:9]1=2.[NH2:32][CH2:33][C:34]1[CH:35]=[N:36][CH:37]=[CH:38][CH:39]=1>>[Cl:1][C:2]1[CH:3]=[CH:4][C:5]([C:28]([F:30])([F:31])[F:29])=[C:6]([CH:27]=1)[CH2:7][N:8]1[CH2:13][CH2:12][NH:11][C:10]2[N:14]=[CH:15][C:16]([C:18]3[CH:19]=[CH:20][C:21]([C:22]([NH:32][CH2:33][C:34]4[CH:35]=[N:36][CH:37]=[CH:38][CH:39]=4)=[O:23])=[CH:25][CH:26]=3)=[CH:17][C:9]1=2. Procedure: 4-{1-[5-chloro-2-(trifluoromethyl)benzyl]-1,2,3,4-tetrahydropyrido[2,3-b]pyrazin-7-yl}benzoic acid was reacted with 3-(aminomethyl)pyridine as in General Procedure 10 to give the title compound. LCMS: m/z=537.95 (M+H+); retention time=0.57 minutes. Reactants: ClC1=C(C=CC(=C1)Cl)C=1N=C(C(=NC1CC)N[C@H]1[C@H](CC2=CC=CC=C12)O)CC ((1R,2S)-1-{[5-(2,4-dichlorophenyl)-3,6-diethylpyrazin-2-yl]amino}-2,3-dihydro-1H-inden-2-ol), BrC=1N=C(C(=NC1CC)NC1CCCC2=CC(=CC=C12)OC)CC (5-bromo-3,6-diethyl-N-(6-methoxy-1,2,3,4-tetrahydronaphthalen-1-yl)pyrazin-2-amine). The reagents and catalysts are [Pd].C1(=CC=CC=C1)P(C1=CC=CC=C1)C1=CC=CC=C1.C1(=CC=CC=C1)P(C1=CC=CC=C1)C1=CC=CC=C1.C1(=CC=CC=C1)P(C1=CC=CC=C1)C1=CC=CC=C1.C1(=CC=CC=C1)P(C1=CC=CC=C1)C1=CC=CC=C1 (tetrakis(triphenylphosphine) palladium). Solvent: COCCOC (ethylene glycol dimethyl ether). The product is ClC1=C(C=CC(=C1)Cl)C=1N=C(C(=NC1CC)NC1CCCC2=CC(=CC=C12)OC)CC (5-(2,4-dichlorophenyl)-3,6-diethyl-N-(6-methoxy-1,2,3,4-tetrahydronaphthalen-1-yl)pyrazin-2-amine). RXN SMILES: [Cl:1][C:2]1[CH:7]=[C:6]([Cl:8])[CH:5]=[CH:4][C:3]=1[C:9]1[N:10]=[C:11]([CH2:28][CH3:29])[C:12]([NH:17][C@@H]2C3C(=CC=CC=3)C[C@@H]2O)=[N:13][C:14]=1[CH2:15][CH3:16].BrC1N=C(CC)C(N[CH:40]2[C:49]3[C:44](=[CH:45][C:46]([O:50][CH3:51])=[CH:47][CH:48]=3)[CH2:43][CH2:42][CH2:41]2)=NC=1CC>[Pd].C1(P(C2C=CC=CC=2)C2C=CC=CC=2)C=CC=CC=1.C1(P(C2C=CC=CC=2)C2C=CC=CC=2)C=CC=CC=1.C1(P(C2C=CC=CC=2)C2C=CC=CC=2)C=CC=CC=1.C1(P(C2C=CC=CC=2)C2C=CC=CC=2)C=CC=CC=1.COCCOC>[Cl:1][C:2]1[CH:7]=[C:6]([Cl:8])[CH:5]=[CH:4][C:3]=1[C:9]1[N:10]=[C:11]([CH2:28][CH3:29])[C:12]([NH:17][CH:40]2[C:49]3[C:44](=[CH:45][C:46]([O:50][CH3:51])=[CH:47][CH:48]=3)[CH2:43][CH2:42][CH2:41]2)=[N:13][C:14]=1[CH2:15][CH3:16] |f:2.3.4.5.6|. Procedure details: Following the procedure for the preparation of (1R,2S)-1-{[5-(2,4-dichlorophenyl)-3,6-diethylpyrazin-2-yl]amino}-2,3-dihydro-1H-inden-2-ol but substituting 5-bromo-3,6-diethyl-N-(6-methoxy-1,2,3,4-tetrahydronaphthalen-1-yl)pyrazin-2-amine, ethylene glycol dimethyl ether and tetrakis(triphenylphosphine) palladium and making non-critical variations provided the title compound as a oil: 1H NMR (400 MHz, CDCl3) δ) 7.51, 7.31, 6.81, 6.71, 5.44, 4.63, 3.83, 2.93-2.76, 2.66-2.51, 2.10, 1.91, 1.32-1.14;... Starting materials: [Al], CCO, Cl, [Na+], [Ni], [OH-], [NH3+]O, O=C1CCN(Cc2cccnc2)CC1. The product is NC1CCN(Cc2cccnc2)CC1. RXN SMILES: [Al:20].[CH3:21][CH2:22][OH:23].[ClH:15].[Na+:19].[Ni:24].[OH-:18].[OH:16][NH3+:17].[n:1]1[cH:2][c:3]([CH2:7][N:8]2[CH2:9][CH2:10][C:11](=[O:14])[CH2:12][CH2:13]2)[cH:4][cH:5][cH:6]1>>[n:1]1[cH:2][c:3]([CH2:7][N:8]2[CH2:9][CH2:10][CH:11]([NH2:17])[CH2:12][CH2:13]2)[cH:4][cH:5][cH:6]1.